Dataset: the Open Reaction Database (ORD), a public repository of structured organic reaction records. Task: describe an organic reaction: reactants, conditions, products, and yield Solvent: CCOCC (ether), CN(C=O)C (N,N-dimethylformamide). The reactants are ClCC(=O)OC(CCl)=O (chloroacetic anhydride), ice water, ClC1=C(C=CC2=C1C(N(CC=1N2C=NC1C(=O)NN)C)=O)F (7-chloro-8-fluoro-5-methyl-6-oxo-5,6-dihydro-4H-imidazo[1,5-a ][1,4]benzodiazepine-3-carboxylic acid hydrazide), CS(=O)(=O)O (methanesulphonic acid), O=P12OP3(=O)OP(=O)(O1)OP(=O)(O2)O3 (phosphorus pentoxide), [OH-].[Na+] (sodium hydroxide). The yield is 32.8%. Procedure details: A suspension of 0.50 g (0.00154 mol) of 7-chloro-8-fluoro-5-methyl-6-oxo-5,6-dihydro-4H-imidazo[1,5-a ][1,4]benzodiazepine-3-carboxylic acid hydrazide in 5 ml of N,N-dimethylformamide was treated with 0.33 g (0.00193 mol) of chloroacetic anhydride. The solution obtained was stirred at room temperature for 11/2 hr., whereby a suspension resulted. The suspension was cooled to 0°, treated with 40 ml of ether and suction filtered. The white crystals obtained (0.643 g, m.p. 264°-266° (dec.)) were tre... Reaction SMILES: [Cl:1][C:2]1[C:7]2[C:8](=[O:21])[N:9]([CH3:20])[CH2:10][C:11]3[N:12]([CH:13]=[N:14][C:15]=3[C:16]([NH:18][NH2:19])=[O:17])[C:6]=2[CH:5]=[CH:4][C:3]=1[F:22].[Cl:23][CH2:24][C:25](OC(=O)CCl)=O.CS(O)(=O)=O.O=P12OP3(OP(OP(O3)(O1)=O)(=O)O2)=O.[OH-].[Na+]>CN(C)C=O.CCOCC>[Cl:1][C:2]1[C:7]2[C:8](=[O:21])[N:9]([CH3:20])[CH2:10][C:11]3[N:12]([CH:13]=[N:14][C:15]=3[C:16]3[O:17][C:25]([CH2:24][Cl:23])=[N:19][N:18]=3)[C:6]=2[CH:5]=[CH:4][C:3]=1[F:22] |f:4.5|. The product is ClC1=C(C=CC2=C1C(N(CC=1N2C=NC1C=1OC(=NN1)CCl)C)=O)F (7-chloro-3-(5-chloromethyl-1,3,4-oxadiazol-2-yl)-8-fluoro-5-methyl-5,6-dihydro-4H-imidazo[1,5-a][1,4]benzodiazepin-6-one). Reaction conditions: time 2 hour. Reactants: C(C)OC(C(O)C)=O (lactic acid ethyl ester), BrCCCCBr (1,4-dibromo-butane), [H-].[Na+] (NaH). Solvent: C1CCOC1 (THF). Yields the product C(C)OC(C(OCCCCBr)C)=O (7-bromo-2-methyl-3-oxaheptanoic acid ethyl ester). RXN SMILES: [CH2:1]([O:3][C:4](=[O:8])[CH:5]([CH3:7])[OH:6])[CH3:2].[Br:9][CH2:10][CH2:11][CH2:12][CH2:13]Br.[H-].[Na+]>C1COCC1>[CH2:1]([O:3][C:4](=[O:8])[CH:5]([CH3:7])[O:6][CH2:13][CH2:12][CH2:11][CH2:10][Br:9])[CH3:2] |f:2.3|. Procedure details: The lactic acid ethyl ester and 1,4-dibromo-butane were reacted in THF in the presence of NaH to obtain 7-bromo-2-methyl-3-oxaheptanoic acid ethyl ester and subsequently, the exchange of bromine and iodine was carried out, as described in 4(d). Starting materials: COC1=CC=C(C=C1)S(=O)(=O)N(C(C(=O)OC)CCS(=O)(=O)C)CC1=CC=CC=C1 (methyl 2-[[4-methoxybenzenesulfonyl](benzyl)amino]-4-(methylsulfonyl)butyrate), Cl.NO (hydroxylamine hydrochloride), C[O-].[Na+] (sodium methoxide), [Na] (sodium). Procedure details: A solution of methyl 2-[[4-methoxybenzenesulfonyl](benzyl)amino]-4-(methylsulfonyl)butyrate (900 mg, 2.0 mmol), sodium methoxide previously generated from sodium metal spheres (100.0 mg, 4.5 mmol), and hydroxylamine hydrochloride (280.0 mg, 4.0 mmol) is refluxed for 2 days. The mixture is cooled to room temperature, concentrated in vacuo, diluted with water, acidified with citric acid, and extracted with ethyl acetate. The combined organic extracts are dried (MgSO4) and the solvent is evaporated... RXN SMILES: [CH3:1][O:2][C:3]1[CH:8]=[CH:7][C:6]([S:9]([N:12]([CH2:24][C:25]2[CH:30]=[CH:29][CH:28]=[CH:27][CH:26]=2)[CH:13]([CH2:18][CH2:19][S:20]([CH3:23])(=[O:22])=[O:21])[C:14](OC)=[O:15])(=[O:11])=[O:10])=[CH:5][CH:4]=1.C[O-].[Na+].[Na].Cl.[NH2:36][OH:37]>>[OH:37][NH:36][C:14](=[O:15])[CH:13]([N:12]([S:9]([C:6]1[CH:7]=[CH:8][C:3]([O:2][CH3:1])=[CH:4][CH:5]=1)(=[O:11])=[O:10])[CH2:24][C:25]1[CH:30]=[CH:29][CH:28]=[CH:27][CH:26]=1)[CH2:18][CH2:19][S:20]([CH3:23])(=[O:22])=[O:21] |f:1.2,4.5,^1:33|. Product: ONC(C(CCS(=O)(=O)C)N(CC1=CC=CC=C1)S(=O)(=O)C1=CC=C(C=C1)OC)=O (N-hydroxy-2-[[4-methoxybenzenesulfonyl](benzyl)amino]-4-(methylsulfonyl)butyramide). The reactants are Cc1ccccc1, O=C(Cl)Cl, CC1(C)CON(Cc2ccc(N)cc2Cl)C1=O, C1CCOC1. Product: CC1(C)CON(Cc2ccc(N=C=O)cc2Cl)C1=O. Reaction SMILES: [CH3:22][c:23]1[cH:24][cH:25][cH:26][cH:27][cH:28]1.[Cl:1][C:2]([Cl:3])=[O:4].[NH2:5][c:6]1[cH:7][c:8]([Cl:21])[c:9]([CH2:12][N:13]2[O:14][CH2:15][C:16]([CH3:19])([CH3:20])[C:17]2=[O:18])[cH:10][cH:11]1.[O:29]1[CH2:30][CH2:31][CH2:32][CH2:33]1>>[C:2](=[O:4])=[N:5][c:6]1[cH:7][c:8]([Cl:21])[c:9]([CH2:12][N:13]2[O:14][CH2:15][C:16]([CH3:19])([CH3:20])[C:17]2=[O:18])[cH:10][cH:11]1. The reactants are 26A, BrC(C1=CC=CC=C1)C1=CC=CC=C1 (bromodiphenylmethane), BrCC=1OC(=CC1)C(F)(F)F (2-(bromomethyl)-5-(trifluoromethyl)furan), BrC1=C2C(C(NC2=CC=C1)=O)=O (4-bromoisatin), O1CCOC=2C1=CC=1C(C(NC1C2)=O)=O (2,3-dihydro-6H-[1,4]dioxino[2,3-f]indole-7,8-dione). Yields the product BrC1=CC=C(C(C2=CC=CC=C2)N2C(C(C3=CC=CC=C23)=O)=O)C=C1 (4-bromo-benzhydrylindoline-2,3-dione). RXN SMILES: Br[C:2]1[CH:10]=[CH:9][CH:8]=[C:7]2[C:3]=1[C:4](=[O:12])[C:5](=[O:11])[NH:6]2.O1C2=CC3C(=O)C(=O)NC=3C=C2OCC1.Br[CH:29]([C:36]1[CH:41]=[CH:40][CH:39]=[CH:38][CH:37]=1)[C:30]1[CH:35]=[CH:34][CH:33]=[CH:32][CH:31]=1.[Br:42]CC1OC(C(F)(F)F)=CC=1>>[Br:42][C:33]1[CH:34]=[CH:35][C:30]([CH:29]([N:6]2[C:7]3[C:3](=[CH:2][CH:10]=[CH:9][CH:8]=3)[C:4](=[O:12])[C:5]2=[O:11])[C:36]2[CH:41]=[CH:40][CH:39]=[CH:38][CH:37]=2)=[CH:31][CH:32]=1. Reported procedure: Following the procedure as described in PREPARATION 26A and making non-critical variations using 4-bromoisatin to replace 2,3-dihydro-6H-[1,4]dioxino[2,3-f]indole-7,8-dione, and bromodiphenylmethane to replace 2-(bromomethyl)-5-(trifluoromethyl)furan, 4-bromo-benzhydrylindoline-2,3-dione was obtained (78%) as a red solid: MS (ES+) m/z 413.8 (M+23), 415.8 (M+23). Starting materials: BrC=1C=C(C(=C(COC2=CC=C(C=C2)NS(=O)(=O)C)C1)OC)C(C)(C)C (N-[4-(5-bromo-3-tert-butyl-2-methoxybenzyloxy)phenyl]methanesulfonamide), 112, C(=O)([O-])[O-].[Na+].[Na+] (Na2CO3). Reagents/catalysts: C=1C=CC(=CC1)[P](C=2C=CC=CC2)(C=3C=CC=CC3)[Pd]([P](C=4C=CC=CC4)(C=5C=CC=CC5)C=6C=CC=CC6)([P](C=7C=CC=CC7)(C=8C=CC=CC8)C=9C=CC=CC9)[P](C=1C=CC=CC1)(C=1C=CC=CC1)C=1C=CC=CC1 (Pd(PPh3)4). Run in C(Cl)Cl.CO (DCM MeOH). The product is C(C)(C)(C)C=1C(=C(COC2=CC=C(C=C2)NS(=O)(=O)C)C=C(C1)C=1C(NC=CC1)=O)OC (N-{4-[3-tert-Butyl-2-methoxy-5-(2-oxo-1,2-dihydro-pyridin-3-yl)-benzyloxy]-phenyl}-methanesulfonamide). Reaction SMILES: Br[C:2]1[CH:3]=[C:4]([C:23]([CH3:26])([CH3:25])[CH3:24])[C:5]([O:21][CH3:22])=[C:6]([CH:20]=1)[CH2:7][O:8][C:9]1[CH:14]=[CH:13][C:12]([NH:15][S:16]([CH3:19])(=[O:18])=[O:17])=[CH:11][CH:10]=1.[C:27]([O-:30])([O-])=O.[Na+].[Na+]>C(Cl)Cl.CO.C1C=CC([P]([Pd]([P](C2C=CC=CC=2)(C2C=CC=CC=2)C2C=CC=CC=2)([P](C2C=CC=CC=2)(C2C=CC=CC=2)C2C=CC=CC=2)[P](C2C=CC=CC=2)(C2C=CC=CC=2)C2C=CC=CC=2)(C2C=CC=CC=2)C2C=CC=CC=2)=CC=1>[C:23]([C:4]1[C:5]([O:21][CH3:22])=[C:6]([CH:20]=[C:2]([C:9]2[C:27](=[O:30])[NH:15][CH:12]=[CH:11][CH:10]=2)[CH:3]=1)[CH2:7][O:8][C:9]1[CH:14]=[CH:13][C:12]([NH:15][S:16]([CH3:19])(=[O:18])=[O:17])=[CH:11][CH:10]=1)([CH3:26])([CH3:25])[CH3:24] |f:1.2.3,4.5,^1:41,43,62,81|. Procedure details: step 5—A mixture of 120 (0.20 g, 0.46 mmol), 112 (0.095 g, 0.69 mmol), Pd(PPh3)4 (0.053 g, 0.046 mmol) and Na2CO3 (0.15 g, 1.4 mmol) in DCM/MeOH (3:1, 8 mL) was irradiated in microwave synthesizer at 115° C. for 35 min. The reaction mixture was filtered and the filtrate concentrated. The crude residue was purified by SiO2 chromatography eluting with DCM/MeOH/NH4OH and the recovered product triturated with ether to afford I-71 as a solid. Reactants: C(=O)C1=CC=C(S1)B(O)O (5-formyl-2-thiophenylboronic acid), N1(C=NC=C1)CC=1C=CC(=NC1)Br (5-Imidazol-1-ylmethyl-2-bromopyridine). Reaction SMILES: [CH:1]([C:3]1[S:7][C:6](B(O)O)=[CH:5][CH:4]=1)=[O:2].[N:11]1([CH2:16][C:17]2[CH:18]=[CH:19][C:20](Br)=[N:21][CH:22]=2)[CH:15]=[CH:14][N:13]=[CH:12]1>>[N:11]1([CH2:16][C:17]2[CH:18]=[CH:19][C:20]([C:6]3[S:7][C:3]([CH:1]=[O:2])=[CH:4][CH:5]=3)=[N:21][CH:22]=2)[CH:15]=[CH:14][N:13]=[CH:12]1. Reported procedure: Synthesized using 5-formyl-2-thiophenylboronic acid (197 mg, 1.26 mmol) and 1a (150 mg, 0.63 mmol) according to Method C. Yellow solid. Yield: 78 mg, 0.28 mmol, 46%. 1H NMR (500 MHz, CDCl3): δH (ppm): 5.18 (s, 2H), 6.92 (t, J=1.3 Hz, 1H), 7.13 (t, J=1.3 Hz, 1H), 7.47 (dd, J=8.2, 2.2 Hz, 1H), 7.56 (brs, 1H), 7.66 (d, J=4.1 Hz, 1H), 7.71 (dd, J=8.2, 0.6 Hz, 1H), 7.76 (d, J=4.1 Hz, 1H), 8.52 (dd, J=2.2, 0.6 Hz, 1H), 9.93 (s, 1H); 13C NMR (CDCl3, 125 MHz): δC (ppm)=48.0, 119.0, 119.8, 125.5, 130.5, ... Yields the product N1(C=NC=C1)CC=1C=CC(=NC1)C1=CC=C(S1)C=O (5-(5-Imidazol-1-ylmethyl-pyridin-2-yl)-thiophene-2-carbaldehyde). Starting materials: Cl, NC1=NN(c2ccc(Cl)c(Cl)c2)CC1. Product: NC1=NN(c2ccc(Cl)cc2)CC1. Reaction SMILES: [ClH:15].[NH2:1][C:2]1=[N:3][N:4]([c:7]2[cH:8][c:9]([Cl:14])[c:10]([Cl:13])[cH:11][cH:12]2)[CH2:5][CH2:6]1>>[NH2:1][C:2]1=[N:3][N:4]([c:7]2[cH:8][cH:9][c:10]([Cl:13])[cH:11][cH:12]2)[CH2:5][CH2:6]1.